This data is from the Open Reaction Database (ORD), a public repository of structured organic reaction records. The task is: describe an organic reaction: reactants, conditions, products, and yield The reactants are Cn1nccc1-c1csc(C(=O)O)c1, CCN(C(C)C)C(C)C, ClC(Cl)Cl, NC(Cc1c(F)cccc1F)C(=O)O, NC(Cc1cc(F)ccc1F)CN1C(=O)c2ccccc2C1=O. Product: Cn1nccc1-c1csc(C(=O)NC(Cc2cc(F)ccc2F)CN2C(=O)c3ccccc3C2=O)c1. As a reaction SMILES: [CH3:1][n:2]1[n:3][cH:4][cH:5][c:6]1-[c:7]1[cH:8][c:9]([C:12](=[O:13])[OH:14])[s:10][cH:11]1.[CH:52]([N:53]([CH2:54][CH3:55])[CH:56]([CH3:57])[CH3:58])([CH3:59])[CH3:60].[CH:61]([Cl:62])([Cl:63])[Cl:64].[F:38][c:39]1[cH:40][cH:41][cH:42][c:43]([F:44])[c:45]1[CH2:46][CH:47]([C:48]([OH:49])=[O:50])[NH2:51].[NH2:15][CH:16]([CH2:17][N:18]1[C:19](=[O:28])[c:20]2[cH:21][cH:22][cH:23][cH:24][c:25]2[C:26]1=[O:27])[CH2:29][c:30]1[c:31]([F:37])[cH:32][cH:33][c:34]([F:36])[cH:35]1>>[CH3:1][n:2]1[n:3][cH:4][cH:5][c:6]1-[c:7]1[cH:8][c:9]([C:12](=[O:14])[NH:15][CH:16]([CH2:17][N:18]2[C:19](=[O:28])[c:20]3[cH:21][cH:22][cH:23][cH:24][c:25]3[C:26]2=[O:27])[CH2:29][c:30]2[c:31]([F:37])[cH:32][cH:33][c:34]([F:36])[cH:35]2)[s:10][cH:11]1. The reactants are Cl (HCl), CC1=CC(=NC=C1)NC(C(C)(C)C)=O (4-methyl-2-(pivaloylamino)pyridine), [Li]C(C)(C)C (tert-BuLi), CN(C)C=O (DMF), C(=O)([O-])[O-].[K+].[K+] (K2CO3). Run in C(C)OCC (diethyl ether). Reaction conditions: temperature -78 celsius, time 3.5 hour. The product is C(=O)C=1C(=NC=CC1C)NC(C(C)(C)C)=O (3-Formyl-4-methyl-2-(pivaloylamino)pyridine). Isolated yield 58.8%. As a reaction SMILES: [CH3:1][C:2]1[CH:7]=[CH:6][N:5]=[C:4]([NH:8][C:9](=[O:14])[C:10]([CH3:13])([CH3:12])[CH3:11])[CH:3]=1.[Li]C(C)(C)C.CN([CH:23]=[O:24])C.Cl.C([O-])([O-])=O.[K+].[K+]>C(OCC)C>[CH:23]([C:3]1[C:4]([NH:8][C:9](=[O:14])[C:10]([CH3:11])([CH3:13])[CH3:12])=[N:5][CH:6]=[CH:7][C:2]=1[CH3:1])=[O:24] |f:4.5.6|. Procedure: To a precooled (−78° C.) solution of 4-methyl-2-(pivaloylamino)pyridine (6.87 g, 36.0 mmol) in diethyl ether (100 mL, dried over molecular seives) was slowly added tert-BuLi (50.0 mL, 75.0 mmol). The resulting solution was stirred at −78° C. for 3.5 h prior to the addition of DMF (5.19 g, 71.0 mmol) and was stirred for additionally 30 min at −78° C. and then allowed to warm to rt, and poored into 2 M HCl (aqueous, 100 mL). After stirring this mixture for 15 min. the pH was adjusted to 7.0 by add... Reactants: C1CCOC1, [Cl-], Cc1cc(C(=O)O)ccc1F, N. Product: Cc1cc(C(N)=O)ccc1F. RXN SMILES: [CH2:14]1[O:15][CH2:16][CH2:17][CH2:18]1.[Cl-:1].[F:2][c:3]1[c:4]([CH3:12])[cH:5][c:6]([C:7](=[O:8])[OH:9])[cH:10][cH:11]1.[NH3:13]>>[F:2][c:3]1[c:4]([CH3:12])[cH:5][c:6]([C:7](=[O:8])[NH2:13])[cH:10][cH:11]1. Reactants: BrC1=CC(=C(C=C1)C(=O)N1CCN(CC1)C1=NC=C(C=C1C)C)F ((4-bromo-2-fluorophenyl)[4-(3,5-dimethylpyridin-2-yl)piperazin-1-yl]methanone), CC=1C(=NC=C(C1)C)N1CCN(CC1)C(=O)C1=C(C=C(C=C1)N1C(N(C(C1(C)C)=O)CC1=CC=C(C=C1)OC)=O)F (1-{4-[4-(3,5-dimethylpyridin-2-yl)piperazine-1-carbonyl]-3-fluorophenyl}-3-(4-methoxybenzyl)-5,5-dimethylimidazolidine-2,4-dione), COC1=CC=C(CN2C(NC(C2=O)(C)C)=O)C=C1 (3-(4-methoxybenzyl)-5,5-dimethylimidazolidine-2,4-dione). Yields the product CC=1C(=NC=C(C1)C)N1CCN(CC1)C(=O)C1=C(C=C(C=C1)N1C(NC(C1(C)C)=O)=O)F (1-{4-[4-(3,5-dimethylpyridin-2-yl)piperazine-1-carbonyl]-3-fluorophenyl}-5,5-dimethylimidazolidine-2,4-dione). RXN SMILES: BrC1C=CC(C(N2CCN(C3C(C)=CC(C)=CN=3)CC2)=O)=C(F)C=1.COC1C=CC(CN2C(=O)C(C)(C)NC2=O)=CC=1.[CH3:43][C:44]1[C:45]([N:51]2[CH2:56][CH2:55][N:54]([C:57]([C:59]3[CH:64]=[CH:63][C:62]([N:65]4[C:69]([CH3:71])([CH3:70])[C:68](=[O:72])[N:67](CC5C=CC(OC)=CC=5)[C:66]4=[O:82])=[CH:61][C:60]=3[F:83])=[O:58])[CH2:53][CH2:52]2)=[N:46][CH:47]=[C:48]([CH3:50])[CH:49]=1>>[CH3:43][C:44]1[C:45]([N:51]2[CH2:52][CH2:53][N:54]([C:57]([C:59]3[CH:64]=[CH:63][C:62]([N:65]4[C:69]([CH3:71])([CH3:70])[C:68](=[O:72])[NH:67][C:66]4=[O:82])=[CH:61][C:60]=3[F:83])=[O:58])[CH2:55][CH2:56]2)=[N:46][CH:47]=[C:48]([CH3:50])[CH:49]=1. Procedure: Using (4-bromo-2-fluorophenyl)[4-(3,5-dimethylpyridin-2-yl)piperazin-1-yl]methanone (235 mg) described in Preparation Example 114 and 3-(4-methoxybenzyl)-5,5-dimethylimidazolidine-2,4-dione (149 mg) described in Preparation Example 53 and by the reaction and treatment in the same manner as in Example 508, the title compound (130 mg) was obtained via 1-{4-[4-(3,5-dimethylpyridin-2-yl)piperazine-1-carbonyl]-3-fluorophenyl}-3-(4-methoxybenzyl)-5,5-dimethylimidazolidine-2,4-dione. Reactants: C1(=CC=CC=C1)C (toluene), aqueous solution, C([O-])([O-])=O.[Na+].[Na+] (sodium carbonate), BrC1=CC=C(C=C1)C1=CC2=C(C3=CC=CC=C3C(=C2C=C1)C1=CC=CC=C1)C1=CC=CC=C1 (2-(4-bromophenyl)-9,10-diphenylanthracene), C1=CC=CC=2C=C(C3=C(C4=C(O3)C=CC=C4)C12)B(O)O (benzo[b]naphtho[1,2-d]furan-6-boronic acid). Reagents/catalysts: C=1C=CC(=CC1)[P](C=2C=CC=CC2)(C=3C=CC=CC3)[Pd]([P](C=4C=CC=CC4)(C=5C=CC=CC5)C=6C=CC=CC6)([P](C=7C=CC=CC7)(C=8C=CC=CC8)C=9C=CC=CC9)[P](C=1C=CC=CC1)(C=1C=CC=CC1)C=1C=CC=CC1 (tetrakis(triphenylphosphine)palladium(0)). Solvent: C(C)O (ethanol). Product: C1(=CC=CC=C1)C=1C2=CC=CC=C2C(=C2C=CC(=CC12)C1=CC=C(C=C1)C1=CC=2C=CC=CC2C=2C3=C(OC21)C=CC=C3)C3=CC=CC=C3 (6-[4-(9,10-diphenyl-2-anthryl)phenyl]-benzo[b]naphtho[1,2-d]furan). Yield: 62.0%. As a reaction SMILES: BrC1C=CC([C:8]2[CH:21]=[CH:20][C:19]3[C:10](=[C:11]([C:28]4[CH:33]=[CH:32][CH:31]=[CH:30][CH:29]=4)[C:12]4[C:17]([C:18]=3[C:22]3[CH:27]=[CH:26][CH:25]=[CH:24][CH:23]=3)=[CH:16][CH:15]=[CH:14][CH:13]=4)[CH:9]=2)=CC=1.[CH:34]1[C:50]2[C:42]3[C:43]4[CH:49]=[CH:48][CH:47]=[CH:46][C:44]=4OC=3C(B(O)O)=[CH:39][C:38]=2[CH:37]=[CH:36][CH:35]=1.[C:54]1([CH3:60])[CH:59]=[CH:58][CH:57]=[CH:56][CH:55]=1.[C:61](=[O:64])([O-])[O-].[Na+].[Na+]>C1C=CC([P]([Pd]([P](C2C=CC=CC=2)(C2C=CC=CC=2)C2C=CC=CC=2)([P](C2C=CC=CC=2)(C2C=CC=CC=2)C2C=CC=CC=2)[P](C2C=CC=CC=2)(C2C=CC=CC=2)C2C=CC=CC=2)(C2C=CC=CC=2)C2C=CC=CC=2)=CC=1.C(O)C>[C:28]1([C:11]2[C:23]3[C:22]([C:18]([C:17]4[CH:12]=[CH:13][CH:14]=[CH:15][CH:16]=4)=[C:19]4[C:10]=2[CH:9]=[C:8]([C:57]2[CH:58]=[CH:59][C:54]([C:60]5[C:61]6[O:64][C:44]7[CH:46]=[CH:47][CH:48]=[CH:49][C:43]=7[C:42]=6[C:50]6[CH:34]=[CH:35][CH:36]=[CH:37][C:38]=6[CH:39]=5)=[CH:55][CH:56]=2)[CH:21]=[CH:20]4)=[CH:27][CH:26]=[CH:25][CH:24]=3)[CH:29]=[CH:30][CH:31]=[CH:32][CH:33]=1 |f:3.4.5,^1:70,72,91,110|. Procedure details: Into a 50 mL three-neck flask were placed 1.8 g (3.8 mmol) of 2-(4-bromophenyl)-9,10-diphenylanthracene and 1.0 g (3.8 mmol) of benzo[b]naphtho[1,2-d]furan-6-boronic acid synthesized in Step 1 of Example 1, and the air in the flask was replaced with nitrogen. To this mixture were added 15 mL of toluene, 5.0 mL of ethanol, and 4.0 mL of an aqueous solution of sodium carbonate. While the pressure was reduced, this mixture was stirred to be degassed. To this mixture was added 0.22 g (0.19 mmol) of ... Starting materials: Cl (HCl), CS(=O)(=O)OC1=CC=C(C=C1)C=1OC=CN1 (4-(oxazol-2-yl)phenyl methanesulfonate), [OH-].[K+] (KOH), aqueous solution, [OH-].[K+] (KOH). Run in C1CCOC1 (THF). Run at temperature 80 celsius, time 8 hour. The product is O1C(=NC=C1)C1=CC=C(C=C1)O (4-(oxazol-2-yl)phenol). Yield: 56.3%. RXN SMILES: CS([O:5][C:6]1[CH:11]=[CH:10][C:9]([C:12]2[O:13][CH:14]=[CH:15][N:16]=2)=[CH:8][CH:7]=1)(=O)=O.[OH-].[K+].Cl>C1COCC1>[O:13]1[CH:14]=[CH:15][N:16]=[C:12]1[C:9]1[CH:10]=[CH:11][C:6]([OH:5])=[CH:7][CH:8]=1 |f:1.2|. Procedure details: To a solution of 4-(oxazol-2-yl)phenyl methanesulfonate (11.2 g, 46.81 mmol) in THF (200 mL), a freshly prepared aqueous solution of KOH (40 wt. %, 13.2 mL, 93.6 mmol, 2 equiv.) was added. The reaction mixture was stirred at 80° C. for 4 hours and at ambient temperature overnight. Another 2 equiv. of aqueous solution of KOH (40 wt. %, 13.2 mL, 93.6 mmol) was then added and the reaction mixture was continuously stirred at 80° C. for 3 hours. After cooling, the reaction mixture was cautiously brou...